This data is from the Open Reaction Database (ORD), a public repository of structured organic reaction records. The task is: describe an organic reaction: reactants, conditions, products, and yield The reactants are CC=1C=C(SC1)S(=O)(=O)Cl (4-methyl-2-thiophenesulfonyl chloride), Intermediate 14, NC=1C(=C(C=CC1)C=1N=C(SC1C1=NC(=NC=C1)N)C(C)(C)C)F (4-[4-(3-amino-2-fluorophenyl)-2-(1,1-dimethylethyl)-1,3-thiazol-5-yl]-2-pyrimidinamine). Yields the product NC1=NC=CC(=N1)C1=C(N=C(S1)C(C)(C)C)C=1C(=C(C=CC1)NS(=O)(=O)C=1SC=C(C1)C)F (N-{3-[5-(2-amino-4-pyrimidinyl)-2-(1,1-dimethylethyl)-1,3-thiazol-4-yl]-2-fluorophenyl}-4-methyl-2-thiophenesulfonamide), solid. Yield: 47.0%. Reaction SMILES: [NH2:1][C:2]1[C:3]([F:24])=[C:4]([C:8]2[N:9]=[C:10]([C:20]([CH3:23])([CH3:22])[CH3:21])[S:11][C:12]=2[C:13]2[CH:18]=[CH:17][N:16]=[C:15]([NH2:19])[N:14]=2)[CH:5]=[CH:6][CH:7]=1.[CH3:25][C:26]1[CH:27]=[C:28]([S:31](Cl)(=[O:33])=[O:32])[S:29][CH:30]=1>>[NH2:19][C:15]1[N:14]=[C:13]([C:12]2[S:11][C:10]([C:20]([CH3:21])([CH3:23])[CH3:22])=[N:9][C:8]=2[C:4]2[C:3]([F:24])=[C:2]([NH:1][S:31]([C:28]3[S:29][CH:30]=[C:26]([CH3:25])[CH:27]=3)(=[O:33])=[O:32])[CH:7]=[CH:6][CH:5]=2)[CH:18]=[CH:17][N:16]=1. Procedure details: Following a procedure analogous to the procedure described in Intermediate 14 using 4-[4-(3-amino-2-fluorophenyl)-2-(1,1-dimethylethyl)-1,3-thiazol-5-yl]-2-pyrimidinamine (80 mg, 0.233 mmol) and 4-methyl-2-thiophenesulfonyl chloride (50 mg, 0.256 mmol), the title compound was obtained as a white solid (59 mg, 47% yield). MS (ESI): 504 [M+H]+.